Dataset: the Open Reaction Database (ORD), a public repository of structured organic reaction records. Task: describe an organic reaction: reactants, conditions, products, and yield Reactants: S1C=C(C2=C1C=CC=C2)C=O (Benzothiophene-3-carbaldehyde), Cl.NO (Hydroxylamine hydrochloride). Run in N1=CC=CC=C1 (pyridine), C(C)O (ethanol). The product is S1C=C(C2=C1C=CC=C2)C=NO (benzothiophene-3-carbaldehyde oxime). Yield: 98.6%. RXN SMILES: [S:1]1[C:5]2[CH:6]=[CH:7][CH:8]=[CH:9][C:4]=2[C:3]([CH:10]=O)=[CH:2]1.Cl.[NH2:13][OH:14]>N1C=CC=CC=1.C(O)C>[S:1]1[C:5]2[CH:6]=[CH:7][CH:8]=[CH:9][C:4]=2[C:3]([CH:10]=[N:13][OH:14])=[CH:2]1 |f:1.2|. Reported procedure: Benzothiophene-3-carbaldehyde (4.0 g, 24.6 mmol) was dissolved in a mixture of pyridine (25 ml) and ethanol (25 ml). Hydroxylamine hydrochloride (3.4 g, 49.2 mmol) was added, while stirring. The mixture was stirred for 30 minutes at RT and then heated under reflux for eight hours. A red-brown solution formed. For working up, the solution was concentrated and the residue was freed from residual pyridine by distillation with ethanol (3×50 ml). Water (50 ml) was added to the oily residue and the mi...